describe an organic reaction: reactants, conditions, products, and yield From a dataset of the Open Reaction Database (ORD), a public repository of structured organic reaction records. Reactants: C1(=CC(=CC=C1)N[C@H](C(=O)O)CC1=CC(=C(C(=C1)OC)OC)OC)C1=CC=CC=C1 ((S)-2-(Biphenyl-3-ylamino)-3-(3,4,5-trimethoxy-phenyl)-propionic acid), BrC=1C=C(C=CC1)C1=NC=CC=C1 (2-(3-Bromo-phenyl)-pyridine). The product is N1=C(C=CC=C1)C=1C=C(C=CC1)N[C@H](C(=O)O)CC1=CC(=C(C(=C1)OC)OC)OC ((S)-2-(3-Pyridin-2-yl-phenylamino)-3-(3,4,5-trimethoxy-phenyl)-propionic acid). Reaction SMILES: [C:1]1([C:25]2C=[CH:29][CH:28]=[CH:27][CH:26]=2)[CH:6]=[CH:5][CH:4]=[C:3]([NH:7][C@@H:8]([CH2:12][C:13]2[CH:18]=[C:17]([O:19][CH3:20])[C:16]([O:21][CH3:22])=[C:15]([O:23][CH3:24])[CH:14]=2)[C:9]([OH:11])=[O:10])[CH:2]=1.BrC1C=C(C2C=CC=C[N:39]=2)C=CC=1>>[N:39]1[CH:29]=[CH:28][CH:27]=[CH:26][C:25]=1[C:1]1[CH:2]=[C:3]([NH:7][C@@H:8]([CH2:12][C:13]2[CH:18]=[C:17]([O:19][CH3:20])[C:16]([O:21][CH3:22])=[C:15]([O:23][CH3:24])[CH:14]=2)[C:9]([OH:11])=[O:10])[CH:4]=[CH:5][CH:6]=1. Procedure: The title compound is prepared as described for (S)-2-(Biphenyl-3-ylamino)-3-(3,4,5-trimethoxy-phenyl)-propionic acid (example 1) but using 2-(3-Bromo-phenyl)-pyridine. Purification by MPLC (CH3CN/H2O/TFA) afforded the title compound; ES-MS: 409.2 [M+H]+; HPLC: single peak at tR=6.64 min (System 1).